Dataset: the Open Reaction Database (ORD), a public repository of structured organic reaction records. Task: describe an organic reaction: reactants, conditions, products, and yield Reaction SMILES: [CH3:13][C:14](=[O:15])[O:16][C:17](=[O:18])[CH3:19].[CH:20]([OH:21])=[O:22].[NH2:1][C:2]1=[N:3][N:4]([c:7]2[n:8][cH:9][cH:10][cH:11][cH:12]2)[CH2:5][CH2:6]1>>[NH:1]([C:2]1=[N:3][N:4]([c:7]2[n:8][cH:9][cH:10][cH:11][cH:12]2)[CH2:5][CH2:6]1)[CH:14]=[O:15]. Product: O=CNC1=NN(c2ccccn2)CC1. Starting materials: CC(=O)OC(C)=O, O=CO, NC1=NN(c2ccccn2)CC1. Reactants: NC1=CC=C(C(=O)OCC)C=C1 (ethyl 4-aminobenzoate), C1(=CC=CC=C1)S(=O)(=O)Cl (benzenesulfonyl chloride). Solvent: N1=CC=CC=C1 (pyridine). Run at time 3 hour. The product is C1(=CC=CC=C1)S(=O)(=O)NC1=CC=C(C(=O)OCC)C=C1 (Ethyl 4-phenylsulfonamidobenzoate). The yield is 78.9%. RXN SMILES: [NH2:1][C:2]1[CH:12]=[CH:11][C:5]([C:6]([O:8][CH2:9][CH3:10])=[O:7])=[CH:4][CH:3]=1.[C:13]1([S:19](Cl)(=[O:21])=[O:20])[CH:18]=[CH:17][CH:16]=[CH:15][CH:14]=1>N1C=CC=CC=1>[C:13]1([S:19]([NH:1][C:2]2[CH:3]=[CH:4][C:5]([C:6]([O:8][CH2:9][CH3:10])=[O:7])=[CH:11][CH:12]=2)(=[O:21])=[O:20])[CH:18]=[CH:17][CH:16]=[CH:15][CH:14]=1. Reported procedure: 5 g (30.3 mmol) of ethyl 4-aminobenzoate were dissolved in 100 ml of pyridine and admixed dropwise at 0° C. with 4.1 ml (31.8 mmol) of benzenesulfonyl chloride. The mixture was stirred for 3 h. The mixture was then concentrated under reduced pressure and the residue was recrystallized from ethanol. 7.3 g (85%) of the product were obtained. Reactants: NCCCN(C)C1=NC=CC=C1 (2-[N-(3-aminopropyl)-N-methylamino]pyridine), CSC1=NC=C(C(N1)=O)CC1=CC=C(C=C1)F (2-methylthio-5-(4-fluorobenzyl)pyrimid-4-one). The solvent is N1=CC=CC=C1 (pyridine). The product is CN(C1=NC=CC=C1)CCCNC1=NC=C(C(N1)=O)CC1=CC=C(C=C1)F (2-[3-(N-methyl-N-pyrid-2-ylamino) propylamino]-5-(4-fluorobenzyl)-pyrimid-4-one). Reaction SMILES: [NH2:1][CH2:2][CH2:3][CH2:4][N:5]([C:7]1[CH:12]=[CH:11][CH:10]=[CH:9][N:8]=1)[CH3:6].CS[C:15]1[NH:20][C:19](=[O:21])[C:18]([CH2:22][C:23]2[CH:28]=[CH:27][C:26]([F:29])=[CH:25][CH:24]=2)=[CH:17][N:16]=1>N1C=CC=CC=1>[CH3:6][N:5]([CH2:4][CH2:3][CH2:2][NH:1][C:15]1[NH:20][C:19](=[O:21])[C:18]([CH2:22][C:23]2[CH:28]=[CH:27][C:26]([F:29])=[CH:25][CH:24]=2)=[CH:17][N:16]=1)[C:7]1[CH:12]=[CH:11][CH:10]=[CH:9][N:8]=1. Procedure: 2-[N-(3-aminopropyl)-N-methylamino]pyridine (1.0 g) and 2-methylthio-5-(4-fluorobenzyl)pyrimid-4-one (1.25 g) were heated together under reflux in pyridine (3 ml) for 24 hr. The mixture was stripped and the residue recrystallised twice from ethanol/water to give 2-[3-(N-methyl-N-pyrid-2-ylamino) propylamino]-5-(4-fluorobenzyl)-pyrimid-4-one 0.5H2O, 1.2 g (64%) mp ca. 70° C. (softens).